From a dataset of the Open Reaction Database (ORD), a public repository of structured organic reaction records. describe an organic reaction: reactants, conditions, products, and yield The reactants are C(C=C)NC1=NC(=NC2=CC=C(C=C12)[N+](=O)[O-])Cl (4-allylamino-2-chloro-6-nitroquinazoline), C(C=C)N (allylamine). Run in O (Water). Conditions: time 2.5 hour. The product is C(C=C)NC1=NC2=CC=C(C=C2C(=N1)NCC=C)[N+](=O)[O-] (2,4-Diallylamino-6-nitroquinazoline). Isolated yield 80.6%. RXN SMILES: [CH2:1]([NH:4][C:5]1[C:14]2[C:9](=[CH:10][CH:11]=[C:12]([N+:15]([O-:17])=[O:16])[CH:13]=2)[N:8]=[C:7](Cl)[N:6]=1)[CH:2]=[CH2:3].[CH2:19]([NH2:22])[CH:20]=[CH2:21]>O>[CH2:19]([NH:22][C:7]1[N:6]=[C:5]([NH:4][CH2:1][CH:2]=[CH2:3])[C:14]2[C:9](=[CH:10][CH:11]=[C:12]([N+:15]([O-:17])=[O:16])[CH:13]=2)[N:8]=1)[CH:20]=[CH2:21]. Reported procedure: A mixture of 265 mg (1.00 mmol) of 4-allylamino-2-chloro-6-nitroquinazoline and 1.52 g (26.65 mmol) of allylamine were stirred at room temperature for 2.5 hours. Water was added to the reaction mixture, and crystals thus precipitated were filtered out to give 230 mg (yield: 80.6%) of the title compound. Reactants: COC([C@@H](NC(=O)OCC1=CC=CC=C1)CC1=CC=CC=C1)=O (N-Benzyloxycarbonyl phenylalanine methyl ester), sodio, COC(=O)CP(=O)(OC)OC (trimethyl phosphonoacetate), CC(C)C[AlH]CC(C)C (DIBAL), aldehyde. The product is C(C1=CC=CC=C1)OC(=O)NC(C=CC(=O)OC)CC1=CC=CC=C1 (methyl 4-(benzyloxycarbonyl)amino-5-phenyl-2-pentenoate). As a reaction SMILES: CO[C:3](=O)[C@H:4]([CH2:16][C:17]1[CH:22]=[CH:21][CH:20]=[CH:19][CH:18]=1)[NH:5][C:6]([O:8][CH2:9][C:10]1[CH:15]=[CH:14][CH:13]=[CH:12][CH:11]=1)=[O:7].CC(C[AlH]CC(C)C)C.[CH3:33][O:34][C:35]([CH2:37]P(OC)(OC)=O)=[O:36]>>[CH2:9]([O:8][C:6]([NH:5][CH:4]([CH2:16][C:17]1[CH:18]=[CH:19][CH:20]=[CH:21][CH:22]=1)[CH:3]=[CH:37][C:35]([O:34][CH3:33])=[O:36])=[O:7])[C:10]1[CH:11]=[CH:12][CH:13]=[CH:14][CH:15]=1. Reported procedure: N-Benzyloxycarbonyl phenylalanine methyl ester is reduced with DIBAL to the aldehyde using the procedure of Boger et al., J. Med. Chem. (1985) 28, 1779, which is homologated with the sodio derivative of trimethyl phosphonoacetate using the procedure of Wadsworth and Emmons, Org. Synth. (1965) 45, 44 to give methyl 4-(benzyloxycarbonyl)amino-5-phenyl-2-pentenoate. Starting materials: BrC1=C(SC=C1)[N+](=O)[O-] (3-bromo-2-nitrothiophene), C1(=CC=C(C=C1)OB(O)O)C (4-tolylboric acid), C([O-])([O-])=O.[K+].[K+] (potassium carbonate), C(C)O (ethanol). Product: [N+](=O)([O-])C=1SC=CC1C1=CC=C(C=C1)C (2-nitro-3-(4-tolyl)thiophene). Reagents/catalysts: C=1C=CC(=CC1)[P](C=2C=CC=CC2)(C=3C=CC=CC3)[Pd]([P](C=4C=CC=CC4)(C=5C=CC=CC5)C=6C=CC=CC6)([P](C=7C=CC=CC7)(C=8C=CC=CC8)C=9C=CC=CC9)[P](C=1C=CC=CC1)(C=1C=CC=CC1)C=1C=CC=CC1 (Pd(PPh3)4). Yield: 74.6%. Run at time 30 minute. Procedure: A mixture of 0.8 g of 3-bromo-2-nitrothiophene, 0.52 g of 4-tolylboric acid, 5 ml of a 2M-aqueous potassium carbonate solution, 2.5 ml of ethanol and 30 ml of toluene was stirred at room temperature for 30 minutes in a nitrogen atmosphere. Successively 0.15 g of Pd(PPh3)4 was added and refluxed by heating for 7 hours. After separating into two layers, the organic layer was washed with water and dried over anhydrous sodium sulfate. Solvent was distilled off under reduced pressure. The residue was... The solvent is C1(=CC=CC=C1)C (toluene). Reaction SMILES: Br[C:2]1[CH:6]=[CH:5][S:4][C:3]=1[N+:7]([O-:9])=[O:8].[C:10]1([CH3:20])[CH:15]=[CH:14][C:13](OB(O)O)=[CH:12][CH:11]=1.C(=O)([O-])[O-].[K+].[K+].C(O)C>C1C=CC([P]([Pd]([P](C2C=CC=CC=2)(C2C=CC=CC=2)C2C=CC=CC=2)([P](C2C=CC=CC=2)(C2C=CC=CC=2)C2C=CC=CC=2)[P](C2C=CC=CC=2)(C2C=CC=CC=2)C2C=CC=CC=2)(C2C=CC=CC=2)C2C=CC=CC=2)=CC=1.C1(C)C=CC=CC=1>[N+:7]([C:3]1[S:4][CH:5]=[CH:6][C:2]=1[C:13]1[CH:14]=[CH:15][C:10]([CH3:20])=[CH:11][CH:12]=1)([O-:9])=[O:8] |f:2.3.4,^1:33,35,54,73|. Reactants: CCOC(=O)C(Cc1ccc(O)cc1)OCC, CC(=CCO)c1ccc(I)cc1. Product: CCOC(=O)C(Cc1ccc(OCC=C(C)c2ccc(I)cc2)cc1)OCC. As a reaction SMILES: [CH2:13]([CH3:14])[O:15][CH:16]([C:17](=[O:18])[O:19][CH2:20][CH3:21])[CH2:22][c:23]1[cH:24][cH:25][c:26]([OH:29])[cH:27][cH:28]1.[I:1][c:2]1[cH:3][cH:4][c:5]([C:8](=[CH:9][CH2:10][OH:11])[CH3:12])[cH:6][cH:7]1>>[I:1][c:2]1[cH:3][cH:4][c:5]([C:8](=[CH:9][CH2:10][O:11][c:26]2[cH:25][cH:24][c:23]([CH2:22][CH:16]([O:15][CH2:13][CH3:14])[C:17](=[O:18])[O:19][CH2:20][CH3:21])[cH:28][cH:27]2)[CH3:12])[cH:6][cH:7]1. Starting materials: C(C)(C)(C)OC(=O)N1C(SCC1)C(=O)O (3-(tert-butoxycarbonyl)-1,3-thiazolidine-2-carboxylic acid), O1C(=CC=C1)CN (2-furylmethanamine), C1=CC=C(C=C1)/C(=N/O)/C2=CC=C(C=C2)[N+](=O)[O-] (oxime resin), C1(=CC=C(C=C1)S(=O)(=O)Cl)C1=CC=CC=C1 (1,1′-biphenyl-4-sulfonyl chloride). The product is C1(=CC=C(C=C1)S(=O)(=O)N1C(SCC1)C(=O)NCC=1OC=CC1)C1=CC=CC=C1 (3-([1,1′-biphenyl]-4-ylsulfonyl)-N-(2-furylmethyl)-1,3-thiazolidine-2-carboxamide). RXN SMILES: C(OC([N:8]1[CH2:12][CH2:11][S:10][CH:9]1[C:13]([OH:15])=O)=O)(C)(C)C.C1C=CC(/C(/C2C=CC([N+]([O-])=O)=CC=2)=N/O)=CC=1.[C:34]1([C:44]2[CH:49]=[CH:48][CH:47]=[CH:46][CH:45]=2)[CH:39]=[CH:38][C:37]([S:40](Cl)(=[O:42])=[O:41])=[CH:36][CH:35]=1.[O:50]1[CH:54]=[CH:53][CH:52]=[C:51]1[CH2:55][NH2:56]>>[C:34]1([C:44]2[CH:49]=[CH:48][CH:47]=[CH:46][CH:45]=2)[CH:39]=[CH:38][C:37]([S:40]([N:8]2[CH2:12][CH2:11][S:10][CH:9]2[C:13]([NH:56][CH2:55][C:51]2[O:50][CH:54]=[CH:53][CH:52]=2)=[O:15])(=[O:42])=[O:41])=[CH:36][CH:35]=1. Procedure: Following the general solid phase method as outlined Example 33, starting from 3-(tert-butoxycarbonyl)-1,3-thiazolidine-2-carboxylic acid, Kaiser oxime resin, 1,1′-biphenyl-4-sulfonyl chloride and 2-furylmethanamine, the title compound was obtained in 92.2% purity by HPLC. Starting materials: CCO, [Cl-], Cc1ccc(C(=O)c2ccc(Cc3ccc([N+](=O)[O-])cc3Cl)n2C)cc1, [Fe], [NH4+]. The product is Cc1ccc(C(=O)c2ccc(Cc3ccc(N)cc3Cl)n2C)cc1. As a reaction SMILES: [CH3:29][CH2:30][OH:31].[Cl-:27].[Cl:1][c:2]1[cH:3][c:4]([N+:24]([O-:25])=[O:26])[cH:5][cH:6][c:7]1[CH2:8][c:9]1[n:10]([CH3:23])[c:11]([C:14]([c:15]2[cH:16][cH:17][c:18]([CH3:21])[cH:19][cH:20]2)=[O:22])[cH:12][cH:13]1.[Fe:32].[NH4+:28]>>[Cl:1][c:2]1[cH:3][c:4]([NH2:24])[cH:5][cH:6][c:7]1[CH2:8][c:9]1[n:10]([CH3:23])[c:11]([C:14]([c:15]2[cH:16][cH:17][c:18]([CH3:21])[cH:19][cH:20]2)=[O:22])[cH:12][cH:13]1.